This data is from the Open Reaction Database (ORD), a public repository of structured organic reaction records. The task is: describe an organic reaction: reactants, conditions, products, and yield Reactants: NCCC1=CC=C(NC2CCN(CC2)C(=O)NCCCCC2=CC(=C(C=C2)OC)OC)C=C1 (4-[4-(2-Aminoethyl)anilino]-N-[4-(3,4-dimethoxyphenyl)butyl]-1-piperidinecarboxamide), C(C)(C)(C)[Si](C1=CC=CC=C1)(C1=CC=CC=C1)OC1=CC=C(C=C1)OCC1OC1 (tert-butyl-(4-oxiranylmethoxy-phenoxy)-diphenyl-silane). Solvent: C(Cl)(Cl)Cl.CO (chloroform methanol). Yields the product COC=1C=C(C=CC1OC)CCCCNC(=O)N1CCC(CC1)NC1=CC=C(C=C1)CCNCC(COC1=CC=C(C=C1)O)O (4-(4-[2-[2-Hydroxy-3-(4-hydroxy-phenoxy)-propylamino]-ethyl}-phenylamino)-piperidine-1-carboxylic acid [4-(3,4-dimethoxy-phenyl)-butyl]-amide). The yield is 52.8%. Reaction SMILES: [NH2:1][CH2:2][CH2:3][C:4]1[CH:33]=[CH:32][C:7]([NH:8][CH:9]2[CH2:14][CH2:13][N:12]([C:15]([NH:17][CH2:18][CH2:19][CH2:20][CH2:21][C:22]3[CH:27]=[CH:26][C:25]([O:28][CH3:29])=[C:24]([O:30][CH3:31])[CH:23]=3)=[O:16])[CH2:11][CH2:10]2)=[CH:6][CH:5]=1.C([Si]([O:51][C:52]1[CH:57]=[CH:56][C:55]([O:58][CH2:59][CH:60]2[CH2:62][O:61]2)=[CH:54][CH:53]=1)(C1C=CC=CC=1)C1C=CC=CC=1)(C)(C)C>C(Cl)(Cl)Cl.CO>[CH3:31][O:30][C:24]1[CH:23]=[C:22]([CH2:21][CH2:20][CH2:19][CH2:18][NH:17][C:15]([N:12]2[CH2:13][CH2:14][CH:9]([NH:8][C:7]3[CH:32]=[CH:33][C:4]([CH2:3][CH2:2][NH:1][CH2:62][CH:60]([OH:61])[CH2:59][O:58][C:55]4[CH:56]=[CH:57][C:52]([OH:51])=[CH:53][CH:54]=4)=[CH:5][CH:6]=3)[CH2:10][CH2:11]2)=[O:16])[CH:27]=[CH:26][C:25]=1[O:28][CH3:29] |f:2.3|. Reported procedure: 4-[4-(2-Aminoethyl)anilino]-N-[4-(3,4-dimethoxyphenyl)butyl]-1-piperidinecarboxamide (0.79 g, 1.42 mmol) was reacted with tert-butyl-(4-oxiranylmethoxy-phenoxy)-diphenyl-silane (0.36 g, 0.89 mmol) according to Procedure G (eluant: 20:1 chloroform-methanol) to give the title compound (0.40 g, 0.47 mmol). The reactants are [Si](C)(C)(C(C)(C)C)OC=1C=C(CNC2CC2)C=C(C1)\C=C\COC (N-{3-{[tert-butyl(dimethyl)silyl]oxy}-5-[(1E)-3-methoxyprop-1-en-1-yl]benzyl}cyclopropanamine). The reagents and catalysts are [Pd] (palladium on activated carbon). Run in CCOC(=O)C (EtOAc). Run at time 1.5 hour. Product: [Si](C)(C)(C(C)(C)C)OC=1C=C(CNC2CC2)C=C(C1)CCCOC (N-[3-{[tert-Butyl(dimethyl)silyl]oxy}-5-(3-methoxypropyl)benzyl]cyclo-propanamine), amine. As a reaction SMILES: [Si:1]([O:8][C:9]1[CH:10]=[C:11]([CH:17]=[C:18](/[CH:20]=[CH:21]/[CH2:22][O:23][CH3:24])[CH:19]=1)[CH2:12][NH:13][CH:14]1[CH2:16][CH2:15]1)([C:4]([CH3:7])([CH3:6])[CH3:5])([CH3:3])[CH3:2]>CCOC(C)=O.[Pd]>[Si:1]([O:8][C:9]1[CH:10]=[C:11]([CH:17]=[C:18]([CH2:20][CH2:21][CH2:22][O:23][CH3:24])[CH:19]=1)[CH2:12][NH:13][CH:14]1[CH2:16][CH2:15]1)([C:4]([CH3:7])([CH3:6])[CH3:5])([CH3:2])[CH3:3]. Reported procedure: To a solution of N-{3-{[tert-butyl(dimethyl)silyl]oxy}-5-[(1E)-3-methoxyprop-1-en-1-yl]benzyl}cyclopropanamine from the previous step (1 eq.) in EtOAc (0.04 M) was added 10% palladium on activated carbon (10 mol %). The vessel was evacuated and back filled with hydrogen. The reaction suspension was then stirred under a balloon atmosphere of hydrogen for 1.5 h. The reaction was diluted with DCM and filtered through a bed of celite. The insolubles were further washed with EtOAc and methanol. Conce...